From a dataset of the Open Reaction Database (ORD), a public repository of structured organic reaction records. describe an organic reaction: reactants, conditions, products, and yield Reactants: Brc1ccc2nc[nH]c2c1, C1CCOC1, CN(C)c1ccccc1-c1ccccc1P(C1CCCCC1)C1CCCCC1, NCc1ccccc1. Product: c1ccc(CNc2ccc3[nH]cnc3c2)cc1. As a reaction SMILES: [Br:1][c:2]1[cH:3][c:4]2[c:5]([n:6][cH:7][nH:8]2)[cH:9][cH:10]1.[CH2:47]1[O:48][CH2:49][CH2:50][CH2:51]1.[CH:19]1([P:20]([CH:21]2[CH2:22][CH2:23][CH2:24][CH2:25][CH2:26]2)[c:27]2[cH:28][cH:29][cH:30][cH:31][c:32]2-[c:33]2[cH:34][cH:35][cH:36][cH:37][c:38]2[N:39]([CH3:40])[CH3:41])[CH2:42][CH2:43][CH2:44][CH2:45][CH2:46]1.[NH2:11][CH2:12][c:13]1[cH:14][cH:15][cH:16][cH:17][cH:18]1>>[c:2]1([NH:11][CH2:12][c:13]2[cH:14][cH:15][cH:16][cH:17][cH:18]2)[cH:3][c:4]2[c:5]([nH:6][cH:7][n:8]2)[cH:9][cH:10]1.